This data is from the Open Reaction Database (ORD), a public repository of structured organic reaction records. The task is: describe an organic reaction: reactants, conditions, products, and yield Reactants: O=C([O-])[O-], COc1ccc(B(O)O)cc1, CC#N, Clc1ccnc(Cl)n1, [Na+], [Na+], c1ccc(P(c2ccccc2)(c2ccccc2)[Pd](P(c2ccccc2)(c2ccccc2)c2ccccc2)(P(c2ccccc2)(c2ccccc2)c2ccccc2)P(c2ccccc2)(c2ccccc2)c2ccccc2)cc1. Product: COc1ccc(-c2ccnc(Cl)n2)cc1. Reaction SMILES: [C:20](=[O:21])([O-:22])[O-:23].[CH3:1][O:2][c:3]1[cH:4][cH:5][c:6]([B:9]([OH:10])[OH:11])[cH:7][cH:8]1.[CH3:26][C:27]#[N:28].[Cl:12][c:13]1[n:14][cH:15][cH:16][c:17]([Cl:19])[n:18]1.[Na+:24].[Na+:25].[cH:29]1[cH:30][cH:31][c:32]([P:33]([Pd:34]([P:35]([c:36]2[cH:37][cH:38][cH:39][cH:40][cH:41]2)([c:42]2[cH:43][cH:44][cH:45][cH:46][cH:47]2)[c:48]2[cH:49][cH:50][cH:51][cH:52][cH:53]2)([P:54]([c:55]2[cH:56][cH:57][cH:58][cH:59][cH:60]2)([c:61]2[cH:62][cH:63][cH:64][cH:65][cH:66]2)[c:67]2[cH:68][cH:69][cH:70][cH:71][cH:72]2)[P:73]([c:74]2[cH:75][cH:76][cH:77][cH:78][cH:79]2)([c:80]2[cH:81][cH:82][cH:83][cH:84][cH:85]2)[c:86]2[cH:87][cH:88][cH:89][cH:90][cH:91]2)([c:92]2[cH:93][cH:94][cH:95][cH:96][cH:97]2)[c:98]2[cH:99][cH:100][cH:101][cH:102][cH:103]2)[cH:104][cH:105]1>>[CH3:1][O:2][c:3]1[cH:4][cH:5][c:6](-[c:17]2[cH:16][cH:15][n:14][c:13]([Cl:12])[n:18]2)[cH:7][cH:8]1. The reactants are N1=CC=C(C=C1)CC(=O)C1=CC=C(C=C1)OCC1=NC2=CC=CC=C2C=C1 (2-pyridin-4-yl-1-[4-(quinolin-2-ylmethoxy)-phenyl]-ethanone), FC1=C(C(=O)N(C)OC)C=CC(=C1)OCC1=NC2=CC=CC=C2C=C1 (2-Fluoro-n-methoxy-N-methyl-4-(quinolin-2-ylmethoxy)-benzamide). Yields the product FC1=C(C=CC(=C1)OCC1=NC2=CC=CC=C2C=C1)C(CC1=CC=NC=C1)=O (1-{2-Fluoro-4-(quinolin-2-ylmethoxy)-phenyl}-2-pyridin-4-yl-ethanone). Reaction SMILES: [N:1]1[CH:6]=[CH:5][C:4]([CH2:7][C:8]([C:10]2[CH:15]=[CH:14][C:13]([O:16][CH2:17][C:18]3[CH:27]=[CH:26][C:25]4[C:20](=[CH:21][CH:22]=[CH:23][CH:24]=4)[N:19]=3)=[CH:12][CH:11]=2)=[O:9])=[CH:3][CH:2]=1.[F:28]C1C=C(OCC2C=CC3C(=CC=CC=3)N=2)C=CC=1C(N(OC)C)=O>>[F:28][C:11]1[CH:12]=[C:13]([O:16][CH2:17][C:18]2[CH:27]=[CH:26][C:25]3[C:20](=[CH:21][CH:22]=[CH:23][CH:24]=3)[N:19]=2)[CH:14]=[CH:15][C:10]=1[C:8](=[O:9])[CH2:7][C:4]1[CH:3]=[CH:2][N:1]=[CH:6][CH:5]=1. Procedure details: Following the procedure for the preparation of 2-pyridin-4-yl-1-[4-(quinolin-2-ylmethoxy)-phenyl]-ethanone but substituting 2-Fluoro-n-methoxy-N-methyl-4-(quinolin-2-ylmethoxy)-benzamide provided the title compound. MS: (M+H m/z=373.0).